Dataset: the Open Reaction Database (ORD), a public repository of structured organic reaction records. Task: describe an organic reaction: reactants, conditions, products, and yield The reactants are CC(=O)O, O=C([O-])O, COc1cc2nccc(Cl)c2cc1OC, [Na+], Oc1cccc(O)c1. Yields the product COc1cc2nccc(Oc3cccc(O)c3)c2cc1OC. As a reaction SMILES: [C:16]([OH:17])(=[O:18])[CH3:19].[C:28](=[O:29])([O-:30])[OH:31].[Cl:1][c:2]1[cH:3][cH:4][n:5][c:6]2[cH:7][c:8]([O:14][CH3:15])[c:9]([O:12][CH3:13])[cH:10][c:11]12.[Na+:32].[c:20]1([OH:21])[cH:22][c:23]([OH:24])[cH:25][cH:26][cH:27]1>>[c:2]1([O:21][c:20]2[cH:22][c:23]([OH:24])[cH:25][cH:26][cH:27]2)[cH:3][cH:4][n:5][c:6]2[cH:7][c:8]([O:14][CH3:15])[c:9]([O:12][CH3:13])[cH:10][c:11]12. Starting materials: O=C([O-])[O-], CN(C)C=O, CCO, COC(=O)Cl, [K+], [K+], O=c1c(-c2nnn[nH]2)cnc2ccccn12. Yields the product COC(=O)n1nnnc1-c1cnc2ccccn2c1=O. As a reaction SMILES: [C:22](=[O:23])([O-:24])[O-:25].[CH3:17][N:18]([CH3:19])[CH:20]=[O:21].[CH3:33][CH2:34][OH:35].[Cl:28][C:29](=[O:30])[O:31][CH3:32].[K+:26].[K+:27].[nH:1]1[n:2][n:3][n:4][c:5]1-[c:6]1[cH:7][n:8][c:9]2[n:10]([c:11]1=[O:12])[cH:13][cH:14][cH:15][cH:16]2>>[n:1]1([C:29](=[O:30])[O:31][CH3:32])[n:2][n:3][n:4][c:5]1-[c:6]1[cH:7][n:8][c:9]2[n:10]([c:11]1=[O:12])[cH:13][cH:14][cH:15][cH:16]2. Reactants: C(C)(C)N(C(CNC1=C(C=CC=C1)NC1=CC=CC=C1)=O)C1=CC=C(C=C1)C(F)(F)F (N-Isopropyl-2-(2-phenylamino-phenylamino)-N-(4-trifluoromethyl-phenyl) acetamide), C(CC(=O)Cl)(=O)Cl (malonyl dichloride). The solvent is C1CCOC1 (THF), C1CCOC1 (THF), C1CCOC1 (THF). Run at time 20 hour. The product is O=C1CC(N(C2=C(N1CC(=O)N(C1=CC=C(C=C1)C(F)(F)F)C(C)C)C=CC=C2)C2=CC=CC=C2)=O (2-(2,4-Dioxo-5-phenyl-2,3,4,5-tetrahydro-benzo[b][1,4]diazepin-1-yl)-N-isopropyl-N-(4-trifluoromethyl-phenyl)-acetamide). Isolated yield 58.2%. RXN SMILES: [CH:1]([N:4]([C:22]1[CH:27]=[CH:26][C:25]([C:28]([F:31])([F:30])[F:29])=[CH:24][CH:23]=1)[C:5](=[O:21])[CH2:6][NH:7][C:8]1[CH:13]=[CH:12][CH:11]=[CH:10][C:9]=1[NH:14][C:15]1[CH:20]=[CH:19][CH:18]=[CH:17][CH:16]=1)([CH3:3])[CH3:2].[C:32](Cl)(=[O:37])[CH2:33][C:34](Cl)=[O:35]>C1COCC1>[O:35]=[C:34]1[N:7]([CH2:6][C:5]([N:4]([CH:1]([CH3:3])[CH3:2])[C:22]2[CH:23]=[CH:24][C:25]([C:28]([F:29])([F:30])[F:31])=[CH:26][CH:27]=2)=[O:21])[C:8]2[CH:13]=[CH:12][CH:11]=[CH:10][C:9]=2[N:14]([C:15]2[CH:20]=[CH:19][CH:18]=[CH:17][CH:16]=2)[C:32](=[O:37])[CH2:33]1. Procedure: To 60 mL of THF at 0° C. is added dropwise over 20 min simultaneously a solution of 2.0 g (4.68 mmol) of N-Isopropyl-2-(2-phenylamino-phenylamino)-N-(4-trifluoromethyl-phenyl) acetamide, prepared as in Part A, in 30 mL of THF and 590 μL (6.08 mmol, 1.3 equiv) of malonyl dichloride in 30 mL of THF. The resulting solution is stirred at RT for 20 h and the solvent removed in vacuo. Purification of the resulting brown oil by silica gel flash column chromatography using hexane/EtOAc 3/2 as eluent aff... Starting materials: C(C)OC=1C=C(C=CC1)NC(=N)C1=CC=C(C=C1)F (N-(3-Ethoxyphenyl)-4-fluorobenzenecarboximidamide), C([O-])(O)=O.[Na+] (sodium bicarbonate), BrCC(C(=O)OCC)=O (ethyl bromopyruvate). Solvent: O1CCOCC1 (1,4-dioxane). Product: C(C)OC=1C=C(C=CC1)N1C(=NC(=C1)C(=O)OCC)C1=CC=C(C=C1)F (Ethyl 1-(3-ethoxyphenyl)-2-(4-fluorophenyl)-1H-imidazole-4-carboxylate). Reaction SMILES: [CH2:1]([O:3][C:4]1[CH:5]=[C:6]([NH:10][C:11]([C:13]2[CH:18]=[CH:17][C:16]([F:19])=[CH:15][CH:14]=2)=[NH:12])[CH:7]=[CH:8][CH:9]=1)[CH3:2].C(=O)(O)[O-].[Na+].Br[CH2:26][C:27](=O)[C:28]([O:30][CH2:31][CH3:32])=[O:29]>O1CCOCC1>[CH2:1]([O:3][C:4]1[CH:5]=[C:6]([N:10]2[CH:26]=[C:27]([C:28]([O:30][CH2:31][CH3:32])=[O:29])[N:12]=[C:11]2[C:13]2[CH:14]=[CH:15][C:16]([F:19])=[CH:17][CH:18]=2)[CH:7]=[CH:8][CH:9]=1)[CH3:2] |f:1.2|. Reported procedure: To a mixture of the compound from Step A and 0.80 g (9.5 mmol) of sodium bicarbonate in 10 mL of 1,4-dioxane was added 0.60 mL (4.8 mmol) of ethyl bromopyruvate. The reaction mixture was refluxed overnight. After cooling to room temperature, the solid was filtered off and the filtrate was concentrated in vacuo. Flash chromatography on a Biotage Horizon® system (silica gel, 0 to 30% ethyl acetate in hexanes gradient then 30% ethyl acetate in hexanes) gave the title compound as a viscous yellow oi...